From a dataset of the Open Reaction Database (ORD), a public repository of structured organic reaction records. describe an organic reaction: reactants, conditions, products, and yield The product is C(C1=CC=CC=C1)(=O)N1CCC(CC1)CCN1CCCCC1 (1-benzoyl-4-(2-piperidinoethyl)piperidine). Run in IMS. Procedure details: A mixture of 1-benzoyl-4-(2-chloroethyl)piperidine (5.86 g), piperidine (11.52 ml) and IMS (100 ml) was boiled under reflux for 10 hours. The mixture was evaporated to near dryness and then dried by azeotropic distillation with toluene. The residue was dissolved in dichloromethane, washed with 2M sodium hydroxide solution and then brine. The separated organic layer was extracted with 2M hydrochloric acid and the combined acidic layers were basified with 2M sodium hydroxide solution and then extr... Starting materials: C(C1=CC=CC=C1)(=O)N1CCC(CC1)CCCl (1-benzoyl-4-(2-chloroethyl)piperidine), N1CCCCC1 (piperidine). Reaction SMILES: [C:1]([N:9]1[CH2:14][CH2:13][CH:12]([CH2:15][CH2:16]Cl)[CH2:11][CH2:10]1)(=[O:8])[C:2]1[CH:7]=[CH:6][CH:5]=[CH:4][CH:3]=1.[NH:18]1[CH2:23][CH2:22][CH2:21][CH2:20][CH2:19]1>>[C:1]([N:9]1[CH2:14][CH2:13][CH:12]([CH2:15][CH2:16][N:18]2[CH2:23][CH2:22][CH2:21][CH2:20][CH2:19]2)[CH2:11][CH2:10]1)(=[O:8])[C:2]1[CH:7]=[CH:6][CH:5]=[CH:4][CH:3]=1. The reactants are Cc1c(-c2ccc(Cl)cc2)c2cc(OC(C)(C)C(=O)O)ccc2n1C, N, C1CCOC1. Yields the product Cc1c(-c2ccc(Cl)cc2)c2cc(OC(C)(C)C(N)=O)ccc2n1C. As a reaction SMILES: [Cl:1][c:2]1[cH:3][cH:4][c:5](-[c:8]2[c:9]([CH3:25])[n:10]([CH3:24])[c:11]3[cH:12][cH:13][c:14]([O:17][C:18]([C:19](=[O:20])[OH:21])([CH3:22])[CH3:23])[cH:15][c:16]23)[cH:6][cH:7]1.[NH3:26].[O:27]1[CH2:28][CH2:29][CH2:30][CH2:31]1>>[Cl:1][c:2]1[cH:3][cH:4][c:5](-[c:8]2[c:9]([CH3:25])[n:10]([CH3:24])[c:11]3[cH:12][cH:13][c:14]([O:17][C:18]([C:19](=[O:20])[NH2:26])([CH3:22])[CH3:23])[cH:15][c:16]23)[cH:6][cH:7]1. Reactants: NC1=NC(=CC(=N1)N(C)C)OC (2-amino-4-dimethylamino-6-methoxypyrimidine), ClC1=C(C=CC=C1)S(=O)(=O)N=C=O (2-chlorobenzenesulfonylisocyanate). Solvent: C(C)#N (acetonitrile). Run at time 5 hour. Product: ClC1=C(C=CC=C1)S(=O)(=O)NC(=O)NC1=NC(=CC(=N1)N(C)C)OC (2-Chloro-N-[(4-dimethylamino-6-methoxypyrimidin-2-yl)-aminocarbonyl]benzenesulfonamide). As a reaction SMILES: [NH2:1][C:2]1[N:7]=[C:6]([N:8]([CH3:10])[CH3:9])[CH:5]=[C:4]([O:11][CH3:12])[N:3]=1.[Cl:13][C:14]1[CH:19]=[CH:18][CH:17]=[CH:16][C:15]=1[S:20]([N:23]=[C:24]=[O:25])(=[O:22])=[O:21]>C(#N)C>[Cl:13][C:14]1[CH:19]=[CH:18][CH:17]=[CH:16][C:15]=1[S:20]([NH:23][C:24]([NH:1][C:2]1[N:7]=[C:6]([N:8]([CH3:9])[CH3:10])[CH:5]=[C:4]([O:11][CH3:12])[N:3]=1)=[O:25])(=[O:22])=[O:21]. Reported procedure: To 700 ml of acetonitrile containing 25 g of 2-amino-4-dimethylamino-6-methoxypyrimidine at ambient temperature was added, dropwise, 32.5 g of 2-chlorobenzenesulfonylisocyanate. The mixture was warmed to 40° and then allowed to stir for five hours at ambient temperature. The solid product named above was isolated by filtration and washed with a small amount of cold ethyl ether. It melted at 224°-226°. Reaction SMILES: ClC[C:3]([NH2:5])=O.[CH3:6][NH:7][C:8](=O)[CH2:9][C:10]1[CH:15]=[CH:14][CH:13]=[CH:12][CH:11]=1.Cl.O1CCC[CH2:19]1>>[C:10]1([CH:9]2[NH:5][CH2:3][CH2:6][N:7]([CH3:19])[CH2:8]2)[CH:15]=[CH:14][CH:13]=[CH:12][CH:11]=1 |f:0.1|. Isolated yield 82.0%. Reactants: ClCC(=O)N.CNC(CC1=CC=CC=C1)=O ((±)-2-chloroacetamide N-methyl-2-phenylacetamide), Cl (HCl), O1CCCC1 (tetrahydrofurane). Reported procedure: Compound (I) of the previous example (0.5 g, 2.077 mmol) and tetrahydrofurane (5 mL) were placed in a 25 mL flask, and for approximately 10 minutes the BH3.THF complex 1 M (10.4 mL, 10.386 mmol) was added to the white suspension. The resulting colourless solution was heated to reflux temperature for 6.5 hours, it was cooled to 19°±1° C. and an aqueous solution of HCl 6 N (1.82 mL) was added slowly. The mixture was distilled at reduced pressure to remove the tetrahydrofurane. Ethyl acetate (5 mL)... Yields the product C1(=CC=CC=C1)C1CN(CCN1)C ((±)-3-phenyl-1-methylpiperazine). Run at temperature 50 celsius. Solvent: CC(=O)C (acetone). Reactants: C([O-])([O-])=O.[Na+].[Na+] (Sodium carbonate), FC1=C(C=CC(=C1F)F)O (2,3,4-trifluorophenol), C(C1=CC=CC=C1)Br (benzyl bromide). Procedure details: Sodium carbonate (19.50 g, 183.96 mmol) was dispersed into a solution of 2,3,4-trifluorophenol (13.64 g, 92.10 mmol) in acetone (300 mL). To the stirred suspension was added benzyl bromide (17.31 g, 101.21 mmol) dropwisely. The mixture was heated under reflux at 50° C. for 24 h. The acetone was removed under reduced pressure and the residue was dissolved in water (300 mL). The solution was extracted with ethyl acetate (100 mL×2). The combined organic extracts were washed with 5% sodium hydroxide... The yield is 90.7%. Reaction SMILES: C(=O)([O-])[O-].[Na+].[Na+].[F:7][C:8]1[C:13]([F:14])=[C:12]([F:15])[CH:11]=[CH:10][C:9]=1[OH:16].[CH2:17](Br)[C:18]1[CH:23]=[CH:22][CH:21]=[CH:20][CH:19]=1>CC(C)=O>[CH2:17]([O:16][C:9]1[CH:10]=[CH:11][C:12]([F:15])=[C:13]([F:14])[C:8]=1[F:7])[C:18]1[CH:23]=[CH:22][CH:21]=[CH:20][CH:19]=1 |f:0.1.2|. The product is C(C1=CC=CC=C1)OC1=C(C(=C(C=C1)F)F)F (1-benzyloxy-2,3,4-trifluorobenzene). RXN SMILES: NC1C=C(Cl)C(C)=CC=1S(N)(=O)=O.C(N=C=S)(C)C.[NH2:20][C:21]1[CH:26]=[C:25]([Cl:27])[C:24]([CH3:28])=[CH:23][C:22]=1[S:29]([NH:32][C:33]([NH:35][CH:36]([CH3:38])[CH3:37])=S)(=[O:31])=[O:30].C(Cl)(Cl)=O>>[Cl:27][C:25]1[C:24]([CH3:28])=[CH:23][C:22]2[S:29](=[O:31])(=[O:30])[N:32]=[C:33]([NH:35][CH:36]([CH3:38])[CH3:37])[NH:20][C:21]=2[CH:26]=1. Yields the product ClC=1C(=CC2=C(NC(=NS2(=O)=O)NC(C)C)C1)C (6-Chloro-3-isopropylamino-7-methyl-4H-1,2,4-benzothiadiazine 1,1-dioxide). Reactants: NC1=C(C=C(C(=C1)Cl)C)S(=O)(=O)N (2-amino-4-chloro-5-methylbenzenesulfonamide), C(=O)(Cl)Cl (phosgene), C(C)(C)N=C=S (isopropyl isothiocyanate), NC1=C(C=C(C(=C1)Cl)C)S(=O)(=O)NC(=S)NC(C)C (N-(2-amino-4-chloro-5-methylbenzenesulfonyl)-N′-isopropylthiourea). Procedure details: Starting from 2-amino-4-chloro-5-methylbenzenesulfonamide and isopropyl isothiocyanate, and following a procedure analogous to the one described in Example 4a, N-(2-amino-4-chloro-5-methylbenzenesulfonyl)-N′-isopropylthiourea was prepared; m.p. 120-122° C. Subsequent ring closure with phosgene by a procedure analogous to the one described in Example 4b gave the title compound; 1H-NMR (d6-DMSO), δ (ppm): 10.3 (br, 1H, NH), 7.68 (1H, arom.), 7.29 (1H, arom), 7.2 (br, 1H, NH), 4.0-3.8 (m, 1H, CH), ...